From a dataset of the Open Reaction Database (ORD), a public repository of structured organic reaction records. describe an organic reaction: reactants, conditions, products, and yield Reactants: CCc1c(CC=O)cccc1-c1cnc(-c2ccc(OC(C)C)c(C#N)c2)s1, CC(=O)O, CC(=O)[O-], CCO, CCOC(=O)C1CCNCC1, [Na+]. Product: CCOC(=O)C1CCN(CCc2cccc(-c3cnc(-c4ccc(OC(C)C)c(C#N)c4)s3)c2CC)CC1. RXN SMILES: [CH2:1]([CH3:2])[c:3]1[c:4](-[c:12]2[cH:13][n:14][c:15](-[c:17]3[cH:18][cH:19][c:20]([O:25][CH:26]([CH3:27])[CH3:28])[c:21]([C:22]#[N:23])[cH:24]3)[s:16]2)[cH:5][cH:6][cH:7][c:8]1[CH2:9][CH:10]=[O:11].[CH3:29][C:30](=[O:31])[OH:32].[CH3:34][C:35](=[O:36])[O-:37].[CH3:49][CH2:50][OH:51].[NH:38]1[CH2:39][CH2:40][CH:41]([C:44](=[O:45])[O:46][CH2:47][CH3:48])[CH2:42][CH2:43]1.[Na+:33]>>[CH2:1]([CH3:2])[c:3]1[c:4](-[c:12]2[cH:13][n:14][c:15](-[c:17]3[cH:18][cH:19][c:20]([O:25][CH:26]([CH3:27])[CH3:28])[c:21]([C:22]#[N:23])[cH:24]3)[s:16]2)[cH:5][cH:6][cH:7][c:8]1[CH2:9][CH2:10][N:38]1[CH2:39][CH2:40][CH:41]([C:44](=[O:45])[O:46][CH2:47][CH3:48])[CH2:42][CH2:43]1. The reactants are C1CCNC1, CCC(=O)CC, CO, CC(=O)c1cc(F)ccc1O. Yields the product CCC1(CC)CC(=O)c2cc(F)ccc2O1. As a reaction SMILES: [CH2:18]1[CH2:19][NH:20][CH2:21][CH2:22]1.[CH3:12][CH2:13][C:14]([CH2:15][CH3:16])=[O:17].[CH3:23][OH:24].[F:1][c:2]1[cH:3][cH:4][c:5]([OH:11])[c:6]([C:8]([CH3:9])=[O:10])[cH:7]1>>[F:1][c:2]1[cH:3][cH:4][c:5]2[c:6]([cH:7]1)[C:8](=[O:10])[CH2:9][C:14]([CH2:13][CH3:12])([CH2:15][CH3:16])[O:11]2. Procedure details: Tetrakis(triphenylphosphine)palladium(0) (3.3 mg) was added to a solution of (S)-6-(cyclopropylmethyl)-6-(2-hydroxy-2-methylpropyl)-3-{(S)-1-[4-(4,4,5,5-tetramethyl-1,3,2-dioxaborolan-2-yl)phenyl]ethyl}-1,3-oxazinan-2-one (150 mg), 1-(5-bromopyridin-2-yl)cyclopropanecarboxamide (94 mg), and Na2CO3 (348 mg, 3.28 mmol) in ethanol (8 mL), toluene (12 mL), and H2O (4 mL) at room temperature. The reaction mixture was heated to 100° C. for 2 h. After cooling to room temperature, the formed mixture was... The solvent is C(C)O (ethanol), C1(=CC=CC=C1)C (toluene), O (H2O), O (H2O). RXN SMILES: [CH:1]1([CH2:4][C@:5]2([CH2:29][C:30]([OH:33])([CH3:32])[CH3:31])[O:10][C:9](=[O:11])[N:8]([C@H:12]([C:14]3[CH:19]=[CH:18][C:17](B4OC(C)(C)C(C)(C)O4)=[CH:16][CH:15]=3)[CH3:13])[CH2:7][CH2:6]2)[CH2:3][CH2:2]1.Br[C:35]1[CH:36]=[CH:37][C:38]([C:41]2([C:44]([NH2:46])=[O:45])[CH2:43][CH2:42]2)=[N:39][CH:40]=1.C([O-])([O-])=O.[Na+].[Na+]>C(O)C.C1(C)C=CC=CC=1.O.C1C=CC([P]([Pd]([P](C2C=CC=CC=2)(C2C=CC=CC=2)C2C=CC=CC=2)([P](C2C=CC=CC=2)(C2C=CC=CC=2)C2C=CC=CC=2)[P](C2C=CC=CC=2)(C2C=CC=CC=2)C2C=CC=CC=2)(C2C=CC=CC=2)C2C=CC=CC=2)=CC=1>[CH:1]1([CH2:4][C@:5]2([CH2:29][C:30]([OH:33])([CH3:32])[CH3:31])[O:10][C:9](=[O:11])[N:8]([C@H:12]([C:14]3[CH:19]=[CH:18][C:17]([C:35]4[CH:36]=[CH:37][C:38]([C:41]5([C:44]([NH2:46])=[O:45])[CH2:43][CH2:42]5)=[N:39][CH:40]=4)=[CH:16][CH:15]=3)[CH3:13])[CH2:7][CH2:6]2)[CH2:3][CH2:2]1 |f:2.3.4,^1:67,69,88,107|. The reactants are C1(CC1)C[C@]1(CCN(C(O1)=O)[C@@H](C)C1=CC=C(C=C1)B1OC(C(O1)(C)C)(C)C)CC(C)(C)O ((S)-6-(cyclopropylmethyl)-6-(2-hydroxy-2-methylpropyl)-3-{(S)-1-[4-(4,4,5,5-tetramethyl-1,3,2-dioxaborolan-2-yl)phenyl]ethyl}-1,3-oxazinan-2-one), BrC=1C=CC(=NC1)C1(CC1)C(=O)N (1-(5-bromopyridin-2-yl)cyclopropanecarboxamide), C(=O)([O-])[O-].[Na+].[Na+] (Na2CO3). Reaction conditions: temperature 100 celsius. The reagents and catalysts are C=1C=CC(=CC1)[P](C=2C=CC=CC2)(C=3C=CC=CC3)[Pd]([P](C=4C=CC=CC4)(C=5C=CC=CC5)C=6C=CC=CC6)([P](C=7C=CC=CC7)(C=8C=CC=CC8)C=9C=CC=CC9)[P](C=1C=CC=CC1)(C=1C=CC=CC1)C=1C=CC=CC1 (Tetrakis(triphenylphosphine)palladium(0)). The product is C1(CC1)C[C@]1(CCN(C(O1)=O)[C@@H](C)C1=CC=C(C=C1)C=1C=CC(=NC1)C1(CC1)C(=O)N)CC(C)(C)O (1-[5-(4-{(S)-1-[(S)-6-Cyclopropylmethyl-6-(2-hydroxy-2-methyl-propyl)-2-oxo-[1,3]oxazinan-3-yl]-ethyl}-phenyl)-pyridin-2-yl]-cyclopropanecarboxylic acid amide). The reactants are E1, ClC=1C=C2N(C(N1)=O)C[C@H](N2C)C ((R)-7-chloro-1,2-dimethyl-2,3-dihydroimidazo[1,2-c]pyrimidin-5(1H)-one), FC=1C=C(C=CC1OC=1C=NC(=CC1)C(F)(F)F)CO ((3-fluoro-4-((6-(trifluoromethyl)pyridin-3-yl)oxy)phenyl)methanol). Product: FC=1C=C(COC=2C=C3N(C(N2)=O)C[C@H](N3C)C)C=CC1OC=1C=NC(=CC1)C(F)(F)F ((R)-7-((3-fluoro-4-((6-(trifluoromethyl)pyridin-3-yl)oxy)benzyl)oxy)-1,2-dimethyl-2,3-dihydroimidazo[1,2-c]pyrimidin-5(1H)-one). Reaction SMILES: Cl[C:2]1[CH:3]=[C:4]2[N:11]([CH3:12])[C@H:10]([CH3:13])[CH2:9][N:5]2[C:6](=[O:8])[N:7]=1.[F:14][C:15]1[CH:16]=[C:17]([CH2:32][OH:33])[CH:18]=[CH:19][C:20]=1[O:21][C:22]1[CH:23]=[N:24][C:25]([C:28]([F:31])([F:30])[F:29])=[CH:26][CH:27]=1>>[F:14][C:15]1[CH:16]=[C:17]([CH:18]=[CH:19][C:20]=1[O:21][C:22]1[CH:23]=[N:24][C:25]([C:28]([F:31])([F:29])[F:30])=[CH:26][CH:27]=1)[CH2:32][O:33][C:2]1[CH:3]=[C:4]2[N:11]([CH3:12])[C@H:10]([CH3:13])[CH2:9][N:5]2[C:6](=[O:8])[N:7]=1. Procedure: The title compound was prepared by a procedure similar to that described for E1 starting from (R)-7-chloro-1,2-dimethyl-2,3-dihydroimidazo[1,2-c]pyrimidin-5(1H)-one and (3-fluoro-4-((6-(trifluoromethyl)pyridin-3-yl)oxy)phenyl)methanol.